This data is from the Open Reaction Database (ORD), a public repository of structured organic reaction records. The task is: describe an organic reaction: reactants, conditions, products, and yield Reactants: C(C1=CC=CC=C1)N1CCC(CC1)(O)CC1=C(C=CC=C1)F (1-benzyl-4-(2-fluorobenzyl)-4-piperidinol). Reagents/catalysts: [Pd] (Pd/C). Solvent: C(C)(=O)OCC (ethyl acetate). Yields the product FC1=C(CC2(CCNCC2)O)C=CC=C1 (4-(2-fluorobenzyl)-4-piperidinol). As a reaction SMILES: C([N:8]1[CH2:13][CH2:12][C:11]([CH2:15][C:16]2[CH:21]=[CH:20][CH:19]=[CH:18][C:17]=2[F:22])([OH:14])[CH2:10][CH2:9]1)C1C=CC=CC=1>C(OCC)(=O)C.[Pd]>[F:22][C:17]1[CH:18]=[CH:19][CH:20]=[CH:21][C:16]=1[CH2:15][C:11]1([OH:14])[CH2:10][CH2:9][NH:8][CH2:13][CH2:12]1. Procedure: A solution of EXAMPLE 1A (39.0 g, 131 mmol) in ethyl acetate (500 mL) was treated with Pd/C (3.90 g), stirred under hydrogen atmosphere (60 psi) until the reaction was complete by TLC analysis, and filtered. The filtrate was concentrated to give a residue that was used without further purification. MS (ESI) m/e 210 (M+H)+. Starting materials: [OH-].[K+] (potassium hydroxide), BrC1=CC=C(S1)S(=O)(=O)N (5-bromothiophene-2-sulfonamide), SC1=CC=C(C=C1)CC(=O)O (4-Mercaptophenylacetic acid). Solvent: O (water), O (water), CN(C=O)C (dimethylformamide), CN(C=O)C (dimethylformamide). Reaction conditions: temperature 120 celsius. Product: C(=O)(O)CC1=CC=C(C=C1)SC1=CC=C(S1)S(=O)(=O)N (5-(4-carboxymethylphenylthio)thiophene-2-sulfonamide). As a reaction SMILES: [SH:1][C:2]1[CH:7]=[CH:6][C:5]([CH2:8][C:9]([OH:11])=[O:10])=[CH:4][CH:3]=1.[OH-].[K+].Br[C:15]1[S:19][C:18]([S:20]([NH2:23])(=[O:22])=[O:21])=[CH:17][CH:16]=1>CN(C)C=O.O>[C:9]([CH2:8][C:5]1[CH:4]=[CH:3][C:2]([S:1][C:15]2[S:19][C:18]([S:20]([NH2:23])(=[O:22])=[O:21])=[CH:17][CH:16]=2)=[CH:7][CH:6]=1)([OH:11])=[O:10] |f:1.2|. Procedure details: 4-Mercaptophenylacetic acid (2.3 g) was dissolved in dimethylformamide under a nitrogen atmosphere and 1.8 g of potassium hydroxide dissolved in a minimum amount of water was added. 5-bromothiophene-2-sulfonamide (3.3 g) dissolved in dimethylformamide was added and the mixture heated at 120° C. for 2 hours. After cooling to room temperature water was added to the reaction mixture, the pH was adjusted to 8.6 and the mixture was extracted with ethyl acetate. The aqueous phase was separated and aci...